From a dataset of the Open Reaction Database (ORD), a public repository of structured organic reaction records. describe an organic reaction: reactants, conditions, products, and yield The reactants are FC1=CC=C(C(=O)N)C=C1 (p-fluorobenzamide), BrCC(C(=O)OCC)=O (ethyl bromopyruvate), C(O)([O-])=O.[Na+] (sodium hydrogen carbonate). Run in O1CCCC1 (tetrahydrofuran). Run at time 1 hour. Yields the product FC1=CC=C(C=C1)C=1OC=C(N1)C(=O)OCC (ethyl 2-(4-fluorophenyl)oxazol-4-carboxylate). As a reaction SMILES: [F:1][C:2]1[CH:10]=[CH:9][C:5]([C:6]([NH2:8])=[O:7])=[CH:4][CH:3]=1.Br[CH2:12][C:13](=O)[C:14]([O:16][CH2:17][CH3:18])=[O:15].C(=O)([O-])O.[Na+]>O1CCCC1>[F:1][C:2]1[CH:10]=[CH:9][C:5]([C:6]2[O:7][CH:12]=[C:13]([C:14]([O:16][CH2:17][CH3:18])=[O:15])[N:8]=2)=[CH:4][CH:3]=1 |f:2.3|. Procedure: A mixture of p-fluorobenzamide (5 g), ethyl bromopyruvate (9.92 ml), and sodium hydrogen carbonate (15 g) in tetrahydrofuran (150 ml) was refluxed for 20 hours. After cooling the reaction mixture, insoluble material was removed by filtration through Cellite and the filtrate was concentrated under reduced pressure. The residue was dissolved in tetrahydrofuran (30 ml) and trifluoroacetic anhydride (30 ml) was added to the mixture in an ice bath. After stirring at room temperature for one hour, a s... RXN SMILES: [CH3:1][C:2]1[CH:7]=[CH:6][C:5]([SH:8])=[CH:4][CH:3]=1.[CH:9]([C:12]1[C:13]([CH2:32][OH:33])=[C:14]([C:25]2[CH:30]=[CH:29][C:28]([F:31])=[CH:27][CH:26]=2)[C:15]([CH2:21]C(O)=O)=[C:16]([CH:18]([CH3:20])[CH3:19])[CH:17]=1)([CH3:11])[CH3:10].[CH2:34](Cl)Cl.CCCCCC>>[CH:18]([C:16]1[C:15]([CH2:21][S:8][C:5]2[CH:6]=[CH:7][C:2]([CH3:1])=[CH:3][CH:4]=2)=[C:14]([C:25]2[CH:30]=[CH:29][C:28]([F:31])=[CH:27][CH:26]=2)[C:13]([CH:32]([OH:33])[CH3:34])=[C:12]([CH:9]([CH3:11])[CH3:10])[CH:17]=1)([CH3:20])[CH3:19] |f:2.3|. Reactants: CC1=CC=C(C=C1)S (p-thiocresol), C(C)(C)C=1C(=C(C(=C(C1)C(C)C)CC(=O)O)C1=CC=C(C=C1)F)CO (3,5-diisopropyl-2-hydroxymethyl-6-carboxymethyl-4′-fluoro-1,1′-biphenyl), C(Cl)Cl.CCCCCC (CH2Cl2 hexane). The product is C(C)(C)C=1C(=C(C(=C(C1)C(C)C)C(C)O)C1=CC=C(C=C1)F)CSC1=CC=C(C=C1)C ((+)-3,5-Diisopropyl-2-[(p-tolylthio)methyl]-6-(1-hydroxyethyl)-4′-fluoro-1,1′-biphenyl). Reported procedure: The title compound was prepared from p-thiocresol and 3,5-diisopropyl-2-hydroxymethyl-6-carboxymethyl-4′-fluoro-1,1′-biphenyl (Example 244, Step D), according to the procedures described in Example 47, Steps B and C, followed by the procedures described in Example 244, Steps I-K. Rf=0.36 (70% CH2Cl2/hexane); 1H NMR (300 MHz, CDCl3): δ 7.40 (s, 1H), 7.28 (m, 2H), 7.11 (m, 6H), 4.76 (dq, J=1.8, 7 Hz, 1H), 3.92 (septet, J=6.6 Hz, 1H), 3.78 (s, 2H), 3.26 (septet, J=6.6 Hz, 1H), 2.36 (s, 3H), 1.66 (s... Reactants: CC1(C)OB(c2cccc3[nH]ncc23)OC1(C)C, Clc1nc(N2CCOCC2)c2sc(Cl)cc2n1. The product is Clc1cc2nc(-c3cccc4[nH]ncc34)nc(N3CCOCC3)c2s1. Reaction SMILES: [CH3:18][C:19]1([CH3:20])[C:21]([CH3:22])([CH3:23])[O:24][B:25]([c:26]2[c:27]3[cH:28][n:29][nH:30][c:31]3[cH:32][cH:33][cH:34]2)[O:35]1.[Cl:1][c:2]1[n:3][c:4]([N:12]2[CH2:13][CH2:14][O:15][CH2:16][CH2:17]2)[c:5]2[c:6]([n:7]1)[cH:8][c:9]([Cl:11])[s:10]2>>[c:2]1(-[c:26]2[c:27]3[cH:28][n:29][nH:30][c:31]3[cH:32][cH:33][cH:34]2)[n:3][c:4]([N:12]2[CH2:13][CH2:14][O:15][CH2:16][CH2:17]2)[c:5]2[c:6]([n:7]1)[cH:8][c:9]([Cl:11])[s:10]2. Reaction SMILES: [CH3:1][C@@:2]1([CH2:9][S:10](Cl)(=[O:12])=[O:11])[C:6](=[O:7])[NH:5][C:4](=[O:8])[NH:3]1.[F:14][C:15]([F:33])([F:32])[C:16]1[N:21]=[CH:20][C:19]([C:22]2[CH:23]=[C:24]3[C:29](=[CH:30][CH:31]=2)[CH2:28][NH:27][CH2:26][CH2:25]3)=[CH:18][N:17]=1.CCN(C(C)C)C(C)C>C1COCC1.O.[Cl-].[Na+].O>[CH3:1][C@:2]1([CH2:9][S:10]([N:27]2[CH2:26][CH2:25][C:24]3[C:29](=[CH:30][CH:31]=[C:22]([C:19]4[CH:20]=[N:21][C:16]([C:15]([F:33])([F:14])[F:32])=[N:17][CH:18]=4)[CH:23]=3)[CH2:28]2)(=[O:12])=[O:11])[NH:3][C:4](=[O:8])[NH:5][C:6]1=[O:7] |f:4.5.6.7|. Starting materials: C[C@@]1(NC(NC1=O)=O)CS(=O)(=O)Cl ([(4S)-4-Methyl-2,5-dioxoimidazolidin-4-yl]methanesulfonyl chloride), FC(C1=NC=C(C=N1)C=1C=C2CCNCC2=CC1)(F)F (6-[2-(trifluoromethyl)pyrimidin-5-yl]-1,2,3,4-tetrahydroisoquinoline), CCN(C(C)C)C(C)C (DIPEA). Yields the product C[C@]1(C(NC(N1)=O)=O)CS(=O)(=O)N1CC2=CC=C(C=C2CC1)C=1C=NC(=NC1)C(F)(F)F ((5)-5-Methyl-5-({[6-[2-(trifluoromethyl)pyrimidin-5-yl]-3,4-dihydroisoquinolin-2(1H)-yl]sulfonyl}methyl)imidazolidine-2,4-dione). The yield is 81.9%. Reaction conditions: time 2 hour. Procedure: [(4S)-4-Methyl-2,5-dioxoimidazolidin-4-yl]methanesulfonyl chloride (0.0295 g, 0.13 mmol) in dry THF (0.60 mL) was added dropwise to a stirred solution of 6-[2-(trifluoromethyl)pyrimidin-5-yl]-1,2,3,4-tetrahydroisoquinoline (0.039 g, 0.14 mmol), DIPEA (0.034 mL, 0.20 mmol) and dry THF (0.60 mL) at ice-bath temperature. After the addition was complete the solution was stirred at RT for 2 h and then taken up in water-brine and extracted twice with EtOAc. The combined organic phases were washed with... Run in O.[Cl-].[Na+].O (water brine), C1CCOC1 (THF), C1CCOC1 (THF). Reactants: Cl(=O)(=O)(=O)[O-].[Li+] (lithium perchlorate), C1(=CC=CC=C1)C (toluene), C(Cl)Cl (methylene chloride), C1(CCC(N1)=O)=O (succinimide). The solvent is O (water), CCOCC (ether). Run at time 18 hour. Yields the product C1(CCC(N1)=O)=O.Cl(=O)(=O)(=O)[O-].[Li+] (succinimide lithium perchlorate). As a reaction SMILES: C1(C)C=CC=CC=1.C(Cl)Cl.[C:11]1(=[O:17])[NH:15][C:14](=[O:16])[CH2:13][CH2:12]1.[Cl:18]([O-:22])(=[O:21])(=[O:20])=[O:19].[Li+:23]>O.CCOCC>[C:14]1(=[O:16])[NH:15][C:11](=[O:17])[CH2:12][CH2:13]1.[Cl:18]([O-:22])(=[O:21])(=[O:20])=[O:19].[Li+:23] |f:3.4,7.8.9|. Procedure details: To a solution containing 420 ml toluene, 195 ml methylene chloride, 75 ml ether and 5.15 g of succinimide is added 2.0 ml of water and 18.5 g of lithium perchlorate. The mixture is stirred for 18 hrs. The solids are removed by filtration, washed 2 times with 50 ml of cold 4:1, hexane:methylene chloride, and dried `in vacuo` to give 24.18 g of succinimide/lithium perchlorate complex. Reactants: O=C([O-])[O-], Cc1ccccc1, CCCNCC1CC1, O=Cc1cc(C(F)(F)F)ccc1F, [K+], [K+], O. The product is CCCN(CC1CC1)c1ccc(C(F)(F)F)cc1C=O. Reaction SMILES: [C:22](=[O:23])([O-:24])[O-:25].[CH3:29][c:30]1[cH:31][cH:32][cH:33][cH:34][cH:35]1.[CH:14]1([CH2:17][NH:18][CH2:19][CH2:20][CH3:21])[CH2:15][CH2:16]1.[F:1][c:2]1[c:3]([CH:4]=[O:5])[cH:6][c:7]([C:10]([F:11])([F:12])[F:13])[cH:8][cH:9]1.[K+:26].[K+:27].[OH2:28]>>[c:2]1([N:18]([CH2:17][CH:14]2[CH2:15][CH2:16]2)[CH2:19][CH2:20][CH3:21])[c:3]([CH:4]=[O:5])[cH:6][c:7]([C:10]([F:11])([F:12])[F:13])[cH:8][cH:9]1.